Task: describe an organic reaction: reactants, conditions, products, and yield. Dataset: the Open Reaction Database (ORD), a public repository of structured organic reaction records Reactants: NC(CO)(CO)CO (tromethamine), [OH-].[Na+] (sodium hydroxide), Cl (hydrochloric acid), [OH-].[Na+] (sodium hydroxide), OC(=O)CCCCCCCCC (capric acid), [OH-].[Na+] (sodium hydroxide), OC(=O)CCCCCCCCC (capric acid), C(CO)N(CCO)CCO (trolamine), C(C(=O)O)C(CC(=O)O)(C(=O)O)O (citric acid anhydrous), Cl (hydrochloric acid). Solvent: O (water), O (water). The product is OC(=O)CCCCCCCCC.C(CCCCCCCCCCC)(=O)O (Capric Acid Lauric Acid). Reaction SMILES: NC(CO)(CO)CO.C(N(CCO)CCO)CO.[CH2:19]([C:23](O)(C(O)=O)[CH2:24][C:25]([OH:27])=[O:26])[C:20](O)=O.[OH-].[Na+].Cl.[OH:35][C:36]([CH2:38][CH2:39][CH2:40][CH2:41][CH2:42][CH2:43][CH2:44][CH2:45][CH3:46])=[O:37]>O>[OH:37][C:36]([CH2:38][CH2:39][CH2:40][CH2:41][CH2:42][CH2:43][CH2:44][CH2:45][CH3:46])=[O:35].[C:25]([OH:27])(=[O:26])[CH2:24][CH2:23][CH2:19][CH2:20][CH2:36][CH2:38][CH2:39][CH2:40][CH2:41][CH2:42][CH3:43] |f:3.4,8.9|. Procedure details: We transferred approximately 60% of the required sterile water volume into a suitable container. We added the appropriate amount (as indicated in the table below) of tromethamine, trolamine, citric acid anhydrous, and sodium hydroxide pellets to the container and mixed well until dissolved. We adjusted the temperature to 21-25° C. (or room temperature) and measured the pH of the liquid. We adjusted the pH to 7.7-7.9 as necessary using 1N sodium hydroxide or 1N hydrochloric acid. We then adjusted... Starting materials: [Cl-].[NH4+] (ammonium chloride), BrC1=NC(=CC=C1)Br (2,6-dibromopyridine), O=C1CCN(CC1)C(=O)OC(C)(C)C (tert-butyl 4-oxopiperidine-1-carboxylate), C(CCC)[Li] (n-butyllithium). Run in ClCCl (dichloromethane). Run at temperature -78 celsius, time 20 minute. The product is BrC1=CC=CC(=N1)C1(CCN(CC1)C(=O)OC(C)(C)C)O (tert-Butyl 4-(6-bromopyridin-2-yl)-4-hydroxypiperidine-1-carboxylate). Reaction SMILES: Br[C:2]1[CH:7]=[CH:6][CH:5]=[C:4]([Br:8])[N:3]=1.C([Li])CCC.[O:14]=[C:15]1[CH2:20][CH2:19][N:18]([C:21]([O:23][C:24]([CH3:27])([CH3:26])[CH3:25])=[O:22])[CH2:17][CH2:16]1.[Cl-].[NH4+]>ClCCl>[Br:8][C:4]1[N:3]=[C:2]([C:15]2([OH:14])[CH2:16][CH2:17][N:18]([C:21]([O:23][C:24]([CH3:26])([CH3:25])[CH3:27])=[O:22])[CH2:19][CH2:20]2)[CH:7]=[CH:6][CH:5]=1 |f:3.4|. Procedure details: To a solution of 2,6-dibromopyridine (34 g) in dichloromethane (740 ml) is added dropwise, at −78° C. under argon, n-butyllithium (1.6 M in tetrahydrofuran, 100 ml). The reaction mixture is stirred at −78° C. for 20 minutes and then tert-butyl 4-oxopiperidine-1-carboxylate is added. The mixture is stirred at room temperature for 20 minutes. The reaction mixture is subsequently admixed with saturated ammonium chloride solution at 30° C. and the aqueous phase is removed. After the aqueous phase ha...